From a dataset of the Open Reaction Database (ORD), a public repository of structured organic reaction records. describe an organic reaction: reactants, conditions, products, and yield The reactants are OC1CCN(CC2CC2)CC1, Clc1cccc(Cl)n1, [H-], [Na+], CN(C)C=O. The product is Clc1cccc(OC2CCN(CC3CC3)CC2)n1. RXN SMILES: [CH:3]1([CH2:6][N:7]2[CH2:8][CH2:9][CH:10]([OH:13])[CH2:11][CH2:12]2)[CH2:4][CH2:5]1.[Cl:14][c:15]1[n:16][c:17]([Cl:21])[cH:18][cH:19][cH:20]1.[H-:2].[Na+:1].[O:22]=[CH:23][N:24]([CH3:25])[CH3:26]>>[CH:3]1([CH2:6][N:7]2[CH2:8][CH2:9][CH:10]([O:13][c:17]3[n:16][c:15]([Cl:14])[cH:20][cH:19][cH:18]3)[CH2:11][CH2:12]2)[CH2:4][CH2:5]1.